Dataset: the Open Reaction Database (ORD), a public repository of structured organic reaction records. Task: describe an organic reaction: reactants, conditions, products, and yield Reactants: COC(=O)c1sc(C2CCC(C)(C)CC2)cc1N(C(=O)C1CCC(C)CC1)C1CCC(OS(C)(=O)=O)CC1, CCOCC, [N-]=[N+]=[N-], [Na+], CN(C)C=O. The product is COC(=O)c1sc(C2CCC(C)(C)CC2)cc1N(C(=O)C1CCC(C)CC1)C1CCC(N=[N+]=[N-])CC1. Reaction SMILES: [CH3:1][O:2][C:3](=[O:4])[c:5]1[s:6][c:7]([CH:31]2[CH2:32][CH2:33][C:34]([CH3:37])([CH3:38])[CH2:35][CH2:36]2)[cH:8][c:9]1[N:10]([C:11](=[O:12])[CH:13]1[CH2:14][CH2:15][CH:16]([CH3:19])[CH2:17][CH2:18]1)[CH:20]1[CH2:21][CH2:22][CH:23]([O:26][S:27]([CH3:28])(=[O:29])=[O:30])[CH2:24][CH2:25]1.[CH3:48][CH2:49][O:50][CH2:51][CH3:52].[N-:40]=[N+:41]=[N-:42].[Na+:39].[O:43]=[CH:44][N:45]([CH3:46])[CH3:47]>>[CH3:1][O:2][C:3](=[O:4])[c:5]1[s:6][c:7]([CH:31]2[CH2:32][CH2:33][C:34]([CH3:37])([CH3:38])[CH2:35][CH2:36]2)[cH:8][c:9]1[N:10]([C:11](=[O:12])[CH:13]1[CH2:14][CH2:15][CH:16]([CH3:19])[CH2:17][CH2:18]1)[CH:20]1[CH2:21][CH2:22][CH:23]([N:40]=[N+:41]=[N-:42])[CH2:24][CH2:25]1. The reactants are C1(=CC2=C1C=CC=C2)CC(C(=O)O)C(=O)O (2-(Benzocyclobuten-1-ylmethyl)malonic acid), O (water). Solvent: CN(C(C)=O)C (N,N-dimethylacetamide). Run at temperature 125 celsius. Yields the product C1(=CC2=C1C=CC=C2)CCC(=O)O (3-Benzocyclobuten-1-ylpropionic acid). As a reaction SMILES: [C:1]1([CH2:9][CH:10](C(O)=O)[C:11]([OH:13])=[O:12])[C:4]2[CH:5]=[CH:6][CH:7]=[CH:8][C:3]=2[CH:2]=1.O>CN(C)C(=O)C>[C:1]1([CH2:9][CH2:10][C:11]([OH:13])=[O:12])[C:4]2[CH:5]=[CH:6][CH:7]=[CH:8][C:3]=2[CH:2]=1. Reported procedure: 0.027 mole of the diacid obtained in stage B is mixed in 20 ml of N,N-dimethylacetamide and the mixture is heated to 125° C. for 5 hours. It is taken up with water and extracted with ethyl ether. The ether phase is washed repeatedly several times with water and concentrated